Dataset: the Open Reaction Database (ORD), a public repository of structured organic reaction records. Task: describe an organic reaction: reactants, conditions, products, and yield Starting materials: C(=O)N(CC(=O)C1=CN(C(=C1)C(C1=CC=C(C=C1)Cl)=O)C)C=O (2-[(Bis-formyl)amino]-1-[5-(4-chlorobenzoyl)-1-methyl-1H -pyrrol-3-yl]-ethanone). Solvent: Cl.CCO (HCl EtOH). The product is Cl.NCC(=O)C1=CN(C(=C1)C(C1=CC=C(C=C1)Cl)=O)C (2-Amino-1-[5-(4-Chlorobenzoyl)-1-methyl-1H-pyrrol-3-yl]-ethanone Hydrochloride). Reaction SMILES: C([N:3](C=O)[CH2:4][C:5]([C:7]1[CH:11]=[C:10]([C:12](=[O:20])[C:13]2[CH:18]=[CH:17][C:16]([Cl:19])=[CH:15][CH:14]=2)[N:9]([CH3:21])[CH:8]=1)=[O:6])=O>Cl.CCO>[ClH:19].[NH2:3][CH2:4][C:5]([C:7]1[CH:11]=[C:10]([C:12](=[O:20])[C:13]2[CH:18]=[CH:17][C:16]([Cl:19])=[CH:15][CH:14]=2)[N:9]([CH3:21])[CH:8]=1)=[O:6] |f:1.2,3.4|. Reported procedure: 6.18 g (0.0186 mole) 2-[(Bis-formyl)amino]-1-[5-(4-chlorobenzoyl)-1-methyl-1H -pyrrol-3-yl]-ethanone was stirred 3 days in 5% HCl/EtOH. A 0.5 mL portion of conc. HCL was added and the reaction stirred for two more days. The solid was collected by filtration. The solid was stirred in refluxing methanol and the undissolved solid collected by filtration and discarded. The filtrate was cooled to room temperature and diethyl ether was added. The solid was collected. It was twice treated with boiling ... As a reaction SMILES: [CH3:16][CH2:17][CH2:18][CH2:19][CH3:20].[Cl:1][C:2]([Cl:3])([Cl:4])[Cl:5].[Cl:21][CH2:22][Cl:23].[F:6][c:7]1[cH:8][cH:9][c:10]([CH:13]([CH3:14])[OH:15])[n:11][cH:12]1>>[Cl:1][CH:13]([c:10]1[cH:9][cH:8][c:7]([F:6])[cH:12][n:11]1)[CH3:14]. The product is CC(Cl)c1ccc(F)cn1. The reactants are CCCCC, ClC(Cl)(Cl)Cl, ClCCl, CC(O)c1ccc(F)cn1. The reactants are Cc2ccc(B1OCC(C)(C)CO1)cc2 (effective_coupling_partner), CCN(CC)C(=O)Oc1ccccc1c2ccccc2 (substrate). Reagents/catalysts: IAd. Run at temperature 150 celsius, time 20 hour. Yields the product Cc3ccc(c1ccccc1c2ccccc2)cc3. Reactants: [H-].[Na+] (sodium hydride), CC1=CC2=C(CCC(NC2)=O)C=C1 (8-methyl-1,2,4,5-tetrahydro-3H-2-benzazepin-3-one), CI (methyl iodide). Run in CN(C=O)C (dimethylformamide). Run at temperature 80 celsius. Product: CN1CC2=C(CCC1=O)C=CC(=C2)C (2,8-Dimethyl-1,2,4,5-tetrahydro-3H-2-benzazepin-3-one). The yield is 55.0%. Reaction SMILES: [H-].[Na+].[CH3:3][C:4]1[CH:15]=[CH:14][C:7]2[CH2:8][CH2:9][C:10](=[O:13])[NH:11][CH2:12][C:6]=2[CH:5]=1.[CH3:16]I>CN(C)C=O>[CH3:16][N:11]1[C:10](=[O:13])[CH2:9][CH2:8][C:7]2[CH:14]=[CH:15][C:4]([CH3:3])=[CH:5][C:6]=2[CH2:12]1 |f:0.1|. Reported procedure: 0.023 moles of sodium hydride is added slowly, while stirring, to a solution of 2.0 g. (0.011 moles) of 8-methyl-1,2,4,5-tetrahydro-3H-2-benzazepin-3-one in 60 ml. of dimethylformamide, followed by heating at 80° C. for 80 minutes. The reaction mixture is cooled in an ice bath and 6.5 g. (0.046 moles) of methyl iodide added dropwise, the rate of addition being regulated so as to maintain the temperature of the reaction mixture at about 10° C. When the addition is complete, the temperature is rai... The product is Cl, Fc1ccc(Nc2nc3ccccc3[nH]2)cc1F. Starting materials: Clc1nc2ccccc2[nH]1, Nc1ccc(F)c(F)c1. As a reaction SMILES: [Cl:1][c:2]1[nH:3][c:4]2[c:5]([n:6]1)[cH:7][cH:8][cH:9][cH:10]2.[F:11][c:12]1[cH:13][c:14]([NH2:15])[cH:16][cH:17][c:18]1[F:19]>>[ClH:1].[c:2]1([NH:15][c:14]2[cH:13][c:12]([F:11])[c:18]([F:19])[cH:17][cH:16]2)[nH:3][c:4]2[c:5]([n:6]1)[cH:7][cH:8][cH:9][cH:10]2. Reactants: C(C)OCCCNC(C(CC(C)C)NC1=NC(=NC(=C1)CCC)Cl)=O (2-(2-chloro-6-propyl-pyrimidin-4-ylamino)-4-methyl-pentanoic acid (3-ethoxy-propyl)-amide), FC(OC1=CC=C(C=C1)B(O)O)(F)F (4-(trifluoromethoxy)phenylboronic acid), C([O-])([O-])=O.[Na+].[Na+] (sodium carbonate). Run in C(C)#N (acetonitrile). Conditions: temperature 80 celsius. Yields the product C(C)OCCCNC(C(CC(C)C)NC1=NC(=NC(=C1)CCC)C1=CC=C(C=C1)OC(F)(F)F)=O (4-methyl-2-[6-propyl-2-(4-trifluoromethoxyphenyl)pyrimidin-4-ylamino] pentanoic acid (3-ethoxypropyl) amide). Isolated yield 32.1%. As a reaction SMILES: [CH2:1]([O:3][CH2:4][CH2:5][CH2:6][NH:7][C:8](=[O:25])[CH:9]([NH:14][C:15]1[CH:20]=[C:19]([CH2:21][CH2:22][CH3:23])[N:18]=[C:17](Cl)[N:16]=1)[CH2:10][CH:11]([CH3:13])[CH3:12])[CH3:2].[F:26][C:27]([F:39])([F:38])[O:28][C:29]1[CH:34]=[CH:33][C:32](B(O)O)=[CH:31][CH:30]=1.C(=O)([O-])[O-].[Na+].[Na+]>C(#N)C>[CH2:1]([O:3][CH2:4][CH2:5][CH2:6][NH:7][C:8](=[O:25])[CH:9]([NH:14][C:15]1[CH:20]=[C:19]([CH2:21][CH2:22][CH3:23])[N:18]=[C:17]([C:32]2[CH:31]=[CH:30][C:29]([O:28][C:27]([F:26])([F:38])[F:39])=[CH:34][CH:33]=2)[N:16]=1)[CH2:10][CH:11]([CH3:13])[CH3:12])[CH3:2] |f:2.3.4|. Procedure details: A mixture of 2-(2-chloro-6-propyl-pyrimidin-4-ylamino)-4-methyl-pentanoic acid (3-ethoxy-propyl)-amide (31.4 mg), 4-(trifluoromethoxy)phenylboronic acid (19 mg), sodium carbonate (0.4M aqueous solution, 0.5 mL), and acetonitrile (0.5 mL) was degassed with argon for five minutes. Tetrakis(triphenylphosphine) palladium(0) was added and the mixture was heated to 80° C. for 4 hours. The reaction mixture was taken up in ethyl acetate, washed twice with brine, and the volatiles were removed in vacuo. ... Starting materials: aqueous solution, C(=O)([O-])[O-].[Na+].[Na+] (Na2CO3), BrC=1N=C2C(=NC1)N(C=C2N2C(C1=C(C=CC=C1C2)Cl)=O)C(C2=CC=CC=C2)(C2=CC=CC=C2)C2=CC=CC=C2 (2-(2-bromo-5-trityl-pyrrolo[2,3-b]pyrazin-7-yl)-7-chloro-isoindolin-1-one), CC1(OB(OC1(C)C)C1=CC=C(C=C1)S(=O)(=O)C1CCN(CC1)C(=O)OC(C)(C)C)C (tert-butyl 4-[4-(4,4,5,5-tetramethyl-1,3,2-dioxaborolan-2-yl)phenyl]sulfonylpiperidine-1-carboxylate). Reagents/catalysts: C=1C=CC(=CC1)[P](C=2C=CC=CC2)(C=3C=CC=CC3)[Pd]([P](C=4C=CC=CC4)(C=5C=CC=CC5)C=6C=CC=CC6)([P](C=7C=CC=CC7)(C=8C=CC=CC8)C=9C=CC=CC9)[P](C=1C=CC=CC1)(C=1C=CC=CC1)C=1C=CC=CC1 (Pd(PPh3)4). The solvent is O1CCOCC1 (1,4-dioxane). Conditions: temperature 110 celsius, time 8 hour. Yields the product ClC=1C=CC=C2CN(C(C12)=O)C1=CN(C2=NC=C(N=C21)C2=CC=C(C=C2)S(=O)(=O)C2CCN(CC2)C(=O)OC(C)(C)C)C(C2=CC=CC=C2)(C2=CC=CC=C2)C2=CC=CC=C2 (tert-butyl 4-((4-(7-(7-chloro-1-oxoisoindolin-2-yl)-5-trityl-5H-pyrrolo[2,3-b]pyrazin-2-yl)phenyl)sulfonyl)piperidine-1-carboxylate), solid. Yield: 88.0%. RXN SMILES: Br[C:2]1[N:3]=[C:4]2[C:10]([N:11]3[CH2:19][C:18]4[C:13](=[C:14]([Cl:20])[CH:15]=[CH:16][CH:17]=4)[C:12]3=[O:21])=[CH:9][N:8]([C:22]([C:35]3[CH:40]=[CH:39][CH:38]=[CH:37][CH:36]=3)([C:29]3[CH:34]=[CH:33][CH:32]=[CH:31][CH:30]=3)[C:23]3[CH:28]=[CH:27][CH:26]=[CH:25][CH:24]=3)[C:5]2=[N:6][CH:7]=1.CC1(C)C(C)(C)OB([C:49]2[CH:54]=[CH:53][C:52]([S:55]([CH:58]3[CH2:63][CH2:62][N:61]([C:64]([O:66]C(C)(C)C)=[O:65])[CH2:60][CH2:59]3)(=[O:57])=[O:56])=[CH:51][CH:50]=2)O1.C([O-])([O-])=O.[Na+].[Na+]>O1CCOCC1.C1C=CC([P]([Pd]([P](C2C=CC=CC=2)(C2C=CC=CC=2)C2C=CC=CC=2)([P](C2C=CC=CC=2)(C2C=CC=CC=2)C2C=CC=CC=2)[P](C2C=CC=CC=2)(C2C=CC=CC=2)C2C=CC=CC=2)(C2C=CC=CC=2)C2C=CC=CC=2)=CC=1>[Cl:20][C:14]1[CH:15]=[CH:16][CH:17]=[C:18]2[C:13]=1[C:12](=[O:21])[N:11]([C:10]1[C:4]3[C:5](=[N:6][CH:7]=[C:2]([C:49]4[CH:50]=[CH:51][C:52]([S:55]([CH:58]5[CH2:59][CH2:60][N:61]([C:64]([O:66][C:13]([CH3:18])([CH3:14])[CH3:12])=[O:65])[CH2:62][CH2:63]5)(=[O:56])=[O:57])=[CH:53][CH:54]=4)[N:3]=3)[N:8]([C:22]([C:35]3[CH:40]=[CH:39][CH:38]=[CH:37][CH:36]=3)([C:29]3[CH:34]=[CH:33][CH:32]=[CH:31][CH:30]=3)[C:23]3[CH:24]=[CH:25][CH:26]=[CH:27][CH:28]=3)[CH:9]=1)[CH2:19]2 |f:2.3.4,^1:87,89,108,127|. Procedure details: 2-(2-bromo-5-trityl-pyrrolo[2,3-b]pyrazin-7-yl)-7-chloro-isoindolin-1-one (150 mg, 0.2476 mmol), tert-butyl 4-[4-(4,4,5,5-tetramethyl-1,3,2-dioxaborolan-2-yl)phenyl]sulfonylpiperidine-1-carboxylate (112 mg, 0.2476 mmol) and Na2CO3 (371 μL of a 2.0 M aqueous solution, 0.7428 mmol) combined in 1,4-dioxane (3 mL) under N2. Mixture de-gassed (×3 vacuum-N2 cycles) then Pd(PPh3)4 (14 mg, 0.01238 mmol) added. Reaction mixture de-gassed (×3 cycles) and stirred overnight at 110° C. Reaction cooled and pa... Yields the product FC1=C(C=CC=C1)C=1N=NN(C1COC1=NC=C(C(=O)NN2CCOCC2)C=C1)C (6-((4-(2-Fluorophenyl)-1-methyl-1H-1,2,3-triazol-5-yl)methoxy)-N-morpholinonicotinamide). Procedure: As described for example 19b, 6-((4-(2-fluorophenyl)-1-methyl-1H-1,2,3-triazol-5-yl)methoxy)nicotinic acid (98 mg, 0.3 mmol) was converted, using 4-aminomorpholine instead of 4-aminotetrahydropyran, to the title compound (89 mg, 72%) which was obtained as a white foam. MS: m/e=413.4 [M+H]+. The yield is 72.0%. Reactants: FC1=C(C=CC=C1)C=1N=NN(C1COC1=NC=C(C(=O)O)C=C1)C (6-((4-(2-fluorophenyl)-1-methyl-1H-1,2,3-triazol-5-yl)methoxy)nicotinic acid), NN1CCOCC1 (4-aminomorpholine). RXN SMILES: [F:1][C:2]1[CH:7]=[CH:6][CH:5]=[CH:4][C:3]=1[C:8]1[N:9]=[N:10][N:11]([CH3:24])[C:12]=1[CH2:13][O:14][C:15]1[CH:23]=[CH:22][C:18]([C:19]([OH:21])=O)=[CH:17][N:16]=1.[NH2:25][N:26]1[CH2:31][CH2:30][O:29][CH2:28][CH2:27]1>>[F:1][C:2]1[CH:7]=[CH:6][CH:5]=[CH:4][C:3]=1[C:8]1[N:9]=[N:10][N:11]([CH3:24])[C:12]=1[CH2:13][O:14][C:15]1[CH:23]=[CH:22][C:18]([C:19]([NH:25][N:26]2[CH2:31][CH2:30][O:29][CH2:28][CH2:27]2)=[O:21])=[CH:17][N:16]=1. Reactants: N1C=NC2=C1C=CC(=C2)N (1H-benzo[d]imidazol-5-amine), C(OC(C[N+]#[C-])(C)C)(OC)=O (1-isocyano-2-methylpropan-2-yl methyl carbonate), CC(C)([O-])C.[Na+] (sodium tert.-butoxide), FC(CCCOC1=CC=C(C=O)C=C1)F (4-(4,4-difluorobutoxy)benzaldehyde), C(C)OC(=O)CC(=O)O (2-(ethoxycarbonyl)acetic acid). The product is N1C=NC2=C1C=CC(=C2)N2C(CC(C2C2=CC=C(C=C2)OCCCC(F)F)=O)=O (1-(1H-Benzo[d]imidazol-5-yl)-5-(4-(4,4-difluorobutoxy)phenyl)-pyrrolidine-2,4-dione). Reaction SMILES: [NH:1]1[C:5]2[CH:6]=[CH:7][C:8]([NH2:10])=[CH:9][C:4]=2[N:3]=[CH:2]1.[F:11][CH:12]([F:25])[CH2:13][CH2:14][CH2:15][O:16][C:17]1[CH:24]=[CH:23][C:20]([CH:21]=O)=[CH:19][CH:18]=1.C([O:28][C:29]([CH2:31][C:32](O)=[O:33])=O)C.C(=O)(OC)OC(C)(C)C[N+]#[C-].CC(C)([O-])C.[Na+]>>[NH:1]1[C:5]2[CH:6]=[CH:7][C:8]([N:10]3[CH:21]([C:20]4[CH:23]=[CH:24][C:17]([O:16][CH2:15][CH2:14][CH2:13][CH:12]([F:25])[F:11])=[CH:18][CH:19]=4)[C:29](=[O:28])[CH2:31][C:32]3=[O:33])=[CH:9][C:4]=2[N:3]=[CH:2]1 |f:4.5|. Procedure: The compound was synthesized starting from 1H-benzo[d]imidazol-5-amine (0.620 g, 4.6 mmol), 4-(4,4-difluorobutoxy)benzaldehyde (1.0 g, 4.6 mmol), 2-(ethoxycarbonyl)acetic acid (0.61 g, 4.6 mmol), 1-isocyano-2-methylpropan-2-yl methyl carbonate (0.72 g, 4.6 mmol) and sodium tert.-butoxide (0.620 g, 5.5 mmol) according to method 3.